From a dataset of the Open Reaction Database (ORD), a public repository of structured organic reaction records. describe an organic reaction: reactants, conditions, products, and yield As a reaction SMILES: [C@@H:1]1([N:10]2[CH:17]=[CH:16][C:14]([NH2:15])=[N:13][C:11]2=[O:12])[O:9][C@H:6]([CH2:7][OH:8])[C@@H:4]([OH:5])[C@H:2]1[OH:3].[H-].[Na+].Br[CH2:21][CH2:22][CH3:23]>CN(C=O)C>[CH2:21]([O:3][C@@H:2]1[C@H:4]([OH:5])[C@@H:6]([CH2:7][OH:8])[O:9][C@H:1]1[N:10]1[CH:17]=[CH:16][C:14]([NH2:15])=[N:13][C:11]1=[O:12])[CH2:22][CH3:23] |f:1.2|. Run in CN(C)C=O (DMF). Reported procedure: Cytidine (16.5 g, 0.068 mol) was treated with sodium hydride (4.5 g) and bromopropane (15 ml) in DMF (150 ml) at room temperature for three days. The resulting reaction mixture was used directly in the next step (see Example 83). The reactants are [C@@H]1([C@H](O)[C@H](O)[C@@H](CO)O1)N1C(=O)N=C(N)C=C1 (Cytidine), [H-].[Na+] (sodium hydride), BrCCC (bromopropane). The product is C(CC)O[C@H]1[C@@H](O[C@@H]([C@H]1O)CO)N1C(=O)N=C(N)C=C1 (2'-O-Propylcytidine). Product: C(C)N(CCOC=1C=C(C2=C(C=CO2)C1)C=1C(N(C(C1C1=CN(C2=CC=CC=C12)C)=O)C)=O)CC (3-[5-(2-diethylaminoethoxy)benzofur-7-yl]-1-methyl-4-(1-methyl-1H-indol-3-yl)pyrrole-2,5-dione). The solvent is C(C)(=O)OCC (ethyl acetate), CN1CCCC1 (1-methylpyrrolidine). The reactants are BrCCOC=1C=C(C2=C(C=CO2)C1)C=1C(N(C(C1C1=CN(C2=CC=CC=C12)C)=O)C)=O (3-[5-(2-bromoethoxy)benzofur-7-yl]-1-methyl-4-(1-methyl-1H-indol-3-yl)pyrrole-2,5-dione), C(C)NCC (diethylamine). Run at time 8 hour. As a reaction SMILES: Br[CH2:2][CH2:3][O:4][C:5]1[CH:6]=[C:7]([C:14]2[C:15](=[O:31])[N:16]([CH3:30])[C:17](=[O:29])[C:18]=2[C:19]2[C:27]3[C:22](=[CH:23][CH:24]=[CH:25][CH:26]=3)[N:21]([CH3:28])[CH:20]=2)[C:8]2[O:12][CH:11]=[CH:10][C:9]=2[CH:13]=1.[CH2:32]([NH:34][CH2:35][CH3:36])[CH3:33]>CN1CCCC1.C(OCC)(=O)C>[CH2:32]([N:34]([CH2:35][CH3:36])[CH2:2][CH2:3][O:4][C:5]1[CH:6]=[C:7]([C:14]2[C:15](=[O:31])[N:16]([CH3:30])[C:17](=[O:29])[C:18]=2[C:19]2[C:27]3[C:22](=[CH:23][CH:24]=[CH:25][CH:26]=3)[N:21]([CH3:28])[CH:20]=2)[C:8]2[O:12][CH:11]=[CH:10][C:9]=2[CH:13]=1)[CH3:33]. Procedure: Add to a solution of 3-[5-(2-bromoethoxy)benzofur-7-yl]-1-methyl-4-(1-methyl-1H-indol-3-yl)pyrrole-2,5-dione (600 mg, 1.25 mmol) in 1-methylpyrrolidine (8 ml), diethylamine (0.65 ml, 6.28 mmol). Stir overnight under nitrogen atmosphere. Heat the reaction to 60° C. for 4 hours. Dilute with ethyl acetate, wash with water, brine, dry over magnesium sulfate, filter and concentrate to red oil. Flash chromatography through SCX column affords the title compound as a red oil. MS(ES+): 472.1; HRMS: calcu... The reactants are BrC=1C=C(C=CC1F)C1(N=C(C2=C(C=CC=C12)F)N)C=1C=NC=NC1 (1-(3-bromo-4-fluorophenyl)-4-fluoro-1-(pyrimidin-5-yl)-1H-isoindol-3-amine), FC1=C(C=CC=C1OC)B(O)O (2-fluoro-3-methoxybenzeneboronic acid). Product: FC1=C(C=CC=C1OC)C1=CC(=CC=C1F)C1(N=C(C2=C(C=CC=C12)F)N)C=1C=NC=NC1 (1-(2′,6-Difluoro-3′-methoxybiphenyl-3-yl)-4-fluoro-1-(pyrimidin-5-yl)-1H-isoindol-3-amine). Yield: 18.0%. Reaction SMILES: Br[C:2]1[CH:3]=[C:4]([C:9]2([C:20]3[CH:21]=[N:22][CH:23]=[N:24][CH:25]=3)[C:17]3[C:12](=[C:13]([F:18])[CH:14]=[CH:15][CH:16]=3)[C:11]([NH2:19])=[N:10]2)[CH:5]=[CH:6][C:7]=1[F:8].[F:26][C:27]1[C:32]([O:33][CH3:34])=[CH:31][CH:30]=[CH:29][C:28]=1B(O)O>>[F:26][C:27]1[C:32]([O:33][CH3:34])=[CH:31][CH:30]=[CH:29][C:28]=1[C:2]1[C:7]([F:8])=[CH:6][CH:5]=[C:4]([C:9]2([C:20]3[CH:21]=[N:22][CH:23]=[N:24][CH:25]=3)[C:17]3[C:12](=[C:13]([F:18])[CH:14]=[CH:15][CH:16]=3)[C:11]([NH2:19])=[N:10]2)[CH:3]=1. Procedure details: The title compound was synthesized as described for Example 12 in 18% yield, starting from 1-(3-bromo-4-fluorophenyl)-4-fluoro-1-(pyrimidin-5-yl)-1H-isoindol-3-amine (59.6 mg, 0.15 mmol) and 2-fluoro-3-methoxybenzeneboronic acid (59.5 mg, 0.35 mmol); 1H NMR (500 MHz, DMSO-d6)6 ppm 9.08 (s, 1 H) 8.74 (s, 2 H) 7.81 (d, 1 H) 7.53-7.60 (m, 1 H) 7.42-7.49 (m, 1 H) 7.37 (dd, 1 H) 7.25-7.33 (m, 2 H) 7.18-7.25 (m, 2 H) 6.87-6.93 (m, 1 H) 6.77 (br. s., 2 H) 3.85 (s, 3 H). MS (ES−) m/z 445 [M−H]− Starting materials: COCCO, O=[N+]([O-])c1c(F)cccc1F, CN(C)C=O. Product: COCCOc1cccc(F)c1[N+](=O)[O-]. As a reaction SMILES: [CH3:12][O:13][CH2:14][CH2:15][OH:16].[F:1][c:2]1[c:3]([N+:9](=[O:10])[O-:11])[c:4]([F:8])[cH:5][cH:6][cH:7]1.[O:17]=[CH:18][N:19]([CH3:20])[CH3:21]>>[c:2]1([O:16][CH2:15][CH2:14][O:13][CH3:12])[c:3]([N+:9](=[O:10])[O-:11])[c:4]([F:8])[cH:5][cH:6][cH:7]1. Reactants: [N+](=O)([O-])C=1C=C(OC2=CC(=NC=C2)N)C=CC1 (4-(3-nitrophenoxy)pyridin-2-amine), C(C)(C)N(C(C)C)CC (N,N-diisopropylethylamine), N(=C=S)C(=O)OCC (ethyl isothiocyanatoformate), [Cl-].O[NH3+] (hydroxylammonium chloride). Run in CO (methanol), CS(=O)C (DMSO), C(C)O (ethanol). Yields the product [N+](=O)([O-])C=1C=C(OC2=CC=3N(C=C2)N=C(N3)N)C=CC1 (7-(3-nitrophenoxy)[1,2,4]triazolo[1,5-a]pyridin-2-amine). Isolated yield 38.6%. Reaction SMILES: [N+:1]([C:4]1[CH:5]=[C:6]([CH:15]=[CH:16][CH:17]=1)[O:7][C:8]1[CH:13]=[CH:12][N:11]=[C:10]([NH2:14])[CH:9]=1)([O-:3])=[O:2].[N:18]([C:21](OCC)=O)=C=S.[Cl-].O[NH3+].C([N:32](CC)C(C)C)(C)C>CO.C(O)C.CS(C)=O>[N+:1]([C:4]1[CH:5]=[C:6]([CH:15]=[CH:16][CH:17]=1)[O:7][C:8]1[CH:13]=[CH:12][N:11]2[N:32]=[C:21]([NH2:18])[N:14]=[C:10]2[CH:9]=1)([O-:3])=[O:2] |f:2.3|. Procedure details: In the same manner as in Example 17-1 and using 4-(3-nitrophenoxy)pyridin-2-amine (250 mg, 1.08 mmol), ethyl isothiocyanatoformate (184 mg, 1.41 mmol), DMSO (5 mL), hydroxylammonium chloride (525 mg, 7.56 mmol), N,N-diisopropylethylamine (940 μL, 5.40 mmol), ethanol (10 mL) and methanol (10 mL) as starting materials, the title compound (113 mg, 39%) was obtained as a white solid. The reactants are O=C([O-])[O-], CCC(C)=O, Fc1ccc(CCl)cc1, O=[N+]([O-])c1ccc(O)cc1F, [K+], [K+]. The product is O=[N+]([O-])c1ccc(OCc2ccc(F)cc2)cc1F. RXN SMILES: [C:21](=[O:22])([O-:23])[O-:24].[CH2:27]([C:28]([CH3:29])=[O:30])[CH3:31].[F:12][c:13]1[cH:14][cH:15][c:16]([CH2:19][Cl:20])[cH:17][cH:18]1.[F:1][c:2]1[cH:3][c:4]([OH:11])[cH:5][cH:6][c:7]1[N+:8](=[O:9])[O-:10].[K+:25].[K+:26]>>[F:1][c:2]1[cH:3][c:4]([O:11][CH2:19][c:16]2[cH:15][cH:14][c:13]([F:12])[cH:18][cH:17]2)[cH:5][cH:6][c:7]1[N+:8](=[O:9])[O-:10]. Reactants: CCCCO, CCN(C(C)C)C(C)C, CN1CCN(c2ccc(Nc3nc(N)c(C(=O)c4ccc(Cl)c([N+](=O)[O-])c4)s3)cc2)CC1, NCCO. The product is CN1CCN(c2ccc(Nc3nc(N)c(C(=O)c4ccc(NCCO)c([N+](=O)[O-])c4)s3)cc2)CC1. RXN SMILES: [CH2:46]([OH:47])[CH2:48][CH2:49][CH3:50].[CH:37]([N:38]([CH2:39][CH3:40])[CH:41]([CH3:42])[CH3:43])([CH3:44])[CH3:45].[NH2:1][c:2]1[n:3][c:4]([NH:19][c:20]2[cH:21][cH:22][c:23]([N:26]3[CH2:27][CH2:28][N:29]([CH3:32])[CH2:30][CH2:31]3)[cH:24][cH:25]2)[s:5][c:6]1[C:7](=[O:8])[c:9]1[cH:10][c:11]([N+:16](=[O:17])[O-:18])[c:12]([Cl:15])[cH:13][cH:14]1.[NH2:33][CH2:34][CH2:35][OH:36]>>[NH2:1][c:2]1[n:3][c:4]([NH:19][c:20]2[cH:21][cH:22][c:23]([N:26]3[CH2:27][CH2:28][N:29]([CH3:32])[CH2:30][CH2:31]3)[cH:24][cH:25]2)[s:5][c:6]1[C:7](=[O:8])[c:9]1[cH:10][c:11]([N+:16](=[O:17])[O-:18])[c:12]([NH:33][CH2:34][CH2:35][OH:36])[cH:13][cH:14]1. Procedure: To a solution of methyl 14-cyclohexyl-6-(2-morpholin-4-ylethyl)-7-oxo-5,6,7,8-tetrahydroindolo[2,1-a][2,5]benzodiazocine-11-carboxylate in THF (0.15 M), 20 eq of BH3Me2S (2 M solution in THF) was added dropwise and the solution stirred at RT for 2 h. MeOH was added carefully to the mixture until effervescence ceased, then the volatiles were removed in vacuo. The crude residue was not isolated and directly used in the next step; MS (ES+) m/z 502 (M+H)+. The solvent is C1CCOC1 (THF), C1CCOC1 (THF). Starting materials: CO (MeOH), C1(CCCCC1)C=1C=2C=CC(=CC2N2C1C1=C(CN(C(C2)=O)CCN2CCOCC2)C=CC=C1)C(=O)OC (methyl 14-cyclohexyl-6-(2-morpholin-4-ylethyl)-7-oxo-5,6,7,8-tetrahydroindolo[2,1-a][2,5]benzodiazocine-11-carboxylate), solution. Product: C1(CCCCC1)C=1C=2C=CC(=CC2N2C1C1=C(CN(CC2)CCN2CCOCC2)C=CC=C1)C(=O)OC (methyl 14-cyclohexyl-6-(2-morpholin-4-ylethyl)-5,6,7,8-tetrahydroindolo[2,1-a][2,5]benzodiazocine-11-carboxylate). As a reaction SMILES: [CH:1]1([C:7]2[C:8]3[CH:9]=[CH:10][C:11]([C:35]([O:37][CH3:38])=[O:36])=[CH:12][C:13]=3[N:14]3[CH2:21][C:20](=O)[N:19]([CH2:23][CH2:24][N:25]4[CH2:30][CH2:29][O:28][CH2:27][CH2:26]4)[CH2:18][C:17]4[CH:31]=[CH:32][CH:33]=[CH:34][C:16]=4[C:15]=23)[CH2:6][CH2:5][CH2:4][CH2:3][CH2:2]1.CO>C1COCC1>[CH:1]1([C:7]2[C:8]3[CH:9]=[CH:10][C:11]([C:35]([O:37][CH3:38])=[O:36])=[CH:12][C:13]=3[N:14]3[CH2:21][CH2:20][N:19]([CH2:23][CH2:24][N:25]4[CH2:26][CH2:27][O:28][CH2:29][CH2:30]4)[CH2:18][C:17]4[CH:31]=[CH:32][CH:33]=[CH:34][C:16]=4[C:15]=23)[CH2:6][CH2:5][CH2:4][CH2:3][CH2:2]1. Run at time 2 hour. Reactants: COc1ccc(N(C)C2CCOCC2)cc1NC(=S)NC(=O)c1ccccc1, CO. The product is COc1ccc(N(C)C2CCOCC2)cc1NC(N)=S. RXN SMILES: [C:1](=[O:2])([c:3]1[cH:4][cH:5][cH:6][cH:7][cH:8]1)[NH:9][C:10](=[S:11])[NH:12][c:13]1[c:14]([O:27][CH3:28])[cH:15][cH:16][c:17]([N:19]([CH:20]2[CH2:21][CH2:22][O:23][CH2:24][CH2:25]2)[CH3:26])[cH:18]1.[CH3:29][OH:30]>>[NH2:9][C:10](=[S:11])[NH:12][c:13]1[c:14]([O:27][CH3:28])[cH:15][cH:16][c:17]([N:19]([CH:20]2[CH2:21][CH2:22][O:23][CH2:24][CH2:25]2)[CH3:26])[cH:18]1.